From a dataset of the Open Reaction Database (ORD), a public repository of structured organic reaction records. describe an organic reaction: reactants, conditions, products, and yield The reactants are C(\C=C\C)=O ((E)-but-2-enal), NC=1C(=C(C=CC1)O)C (3-amino-2-methylphenol), [OH-].[NH4+] (ammonium hydroxide). Run in Cl (HCl). Product: CC1=NC2=C(C(=CC=C2C=C1)O)C (2,8-dimethylquinolin-7-ol). Yield: 126.7%. As a reaction SMILES: [NH2:1][C:2]1[C:3]([CH3:9])=[C:4]([OH:8])[CH:5]=[CH:6][CH:7]=1.[CH:10](=O)/[CH:11]=[CH:12]/[CH3:13].[OH-].[NH4+]>Cl>[CH3:13][C:12]1[CH:11]=[CH:10][C:7]2[C:2](=[C:3]([CH3:9])[C:4]([OH:8])=[CH:5][CH:6]=2)[N:1]=1 |f:2.3|. Procedure details: To 3-amino-2-methylphenol (5.0 g, 41 mmol) in refluxing 6N HCl (100 mL) was added dropwise (E)-but-2-enal (5.7 g, 81 mmol) and the reaction was heated to reflux for 2 hours. After cooling, the reaction was neutralized with ammonium hydroxide and extracted with DCM. The combined organic phases were dried over MgSO4, filtered and concentrated under reduced pressure to yield 2,8-dimethylquinolin-7-ol (9.0 g, 51% yield) as a brown solid. Starting materials: 5-(2-chlorophenyl)-3-cyclopropyl-4-(pyrid-2-aminocarbonyl)pyrazole, amines, ClC1=C(C=CC=C1)C1=C(C(=NN1)C1CC1)C(=O)NC1=CC=C(C=C1)C(F)(F)F (5-(2-chlorophenyl)-3-cyclopropyl-4-[4-(trifluoromethyl) phenylaminocarbonyl]pyrazole), ClC1=C(C=CC=C1)C1=C(C(=NN1)C1CC1)C(=O)NC1=CC(=C(C=C1)S(=O)(=O)C(F)(F)F)C (5-(2-chlorophenyl)-3-cyclopropyl-4-[3-methyl-4-(trifluoromethyl-sulfonyl)phenylaminocarbonyl]pyrazole), FC(C1=CC=C(N)C=C1)(F)F (4-(trifluoromethyl)aniline), C(C)OC(OCC)OCC (triethylorthoformate), ClC1=C(C=CC=C1)C1=C(C(=NN1)C1CC1)C(=O)NC1=CC(=C(C=C1)C(F)(F)F)C (5-(2-chlorophenyl)-3-cyclopropyl-4-[3-methyl-4-(trifluoromethyl) phenylaminocarbonyl]pyrazole). Yields the product ClC1=C(C=CC=C1)C1=C(C(=NN1)C1CC1)C(=O)NC1=CC=C(C=C1)S(=O)(=O)C(F)(F)F (5-(2-chlorophenyl)-3-cyclopropyl-4-[4-(trifluoromethylsulfonyl)phenylaminocarbonyl]pyrazole). RXN SMILES: FC(F)(F)C1C=CC(N)=CC=1.C(OC(OCC)OCC)C.ClC1C=CC=CC=1C1NN=C(C2CC2)C=1C(NC1C=CC(C(F)(F)F)=CC=1)=O.ClC1C=CC=CC=1C1NN=C(C2CC2)C=1C(NC1C=CC(C(F)(F)F)=C(C)C=1)=O.[Cl:79][C:80]1[CH:85]=[CH:84][CH:83]=[CH:82][C:81]=1[C:86]1[NH:90][N:89]=[C:88]([CH:91]2[CH2:93][CH2:92]2)[C:87]=1[C:94]([NH:96][C:97]1[CH:102]=[CH:101][C:100]([S:103]([C:106]([F:109])([F:108])[F:107])(=[O:105])=[O:104])=[C:99](C)[CH:98]=1)=[O:95]>>[Cl:79][C:80]1[CH:85]=[CH:84][CH:83]=[CH:82][C:81]=1[C:86]1[NH:90][N:89]=[C:88]([CH:91]2[CH2:92][CH2:93]2)[C:87]=1[C:94]([NH:96][C:97]1[CH:102]=[CH:101][C:100]([S:103]([C:106]([F:109])([F:107])[F:108])(=[O:105])=[O:104])=[CH:99][CH:98]=1)=[O:95]. Reported procedure: By substituting the appropriate amines for 4-(trifluoromethyl)aniline in a, and then by substituting triethyl-2-chloroorthobenzoate for triethylorthoformate in b, the identical process of a gives 5-(2-chlorophenyl)-3-cyclopropyl-4-[4-(trifluoromethyl) phenylaminocarbonyl]pyrazole, 5-(2-chlorophenyl)-3-cyclopropyl-4-(pyrid-2-aminocarbonyl)pyrazole, and 5-(2-chlorophenyl)-3-cyclopropyl-4-[3-methyl-4-(trifluoromethyl) phenylaminocarbonyl]pyrazole and 5-(2-chlorophenyl)-3-cyclopropyl-4-[3-methyl-4-(... The reactants are CC(C)(C)OC(=O)CC(N)Cc1ccc(-c2ccccc2)cc1, O=C(CC1(C(=O)O)CCCC1)OCc1ccccc1, O=C(O)CC1(C(=O)OCc2ccccc2)CCCC1, CCN(C(C)C)C(C)C, Cl, CN(C)C=O, O, On1nnc2cccnc21. Product: CC(C)(C)OC(=O)CC(Cc1ccc(-c2ccccc2)cc1)NC(=O)C1(CC(=O)OCc2ccccc2)CCCC1. Reaction SMILES: [C:50]([CH3:51])([CH3:52])([CH3:53])[O:54][C:55]([CH2:56][CH:57]([CH2:58][c:59]1[cH:60][cH:61][c:62](-[c:65]2[cH:66][cH:67][cH:68][cH:69][cH:70]2)[cH:63][cH:64]1)[NH2:71])=[O:72].[CH2:11]([c:12]1[cH:13][cH:14][cH:15][cH:16][cH:17]1)[O:18][C:19]([CH2:20][C:21]1([C:26](=[O:27])[OH:28])[CH2:22][CH2:23][CH2:24][CH2:25]1)=[O:29].[CH2:30]([O:31][C:32]([C:33]1([CH2:34][C:35]([OH:36])=[O:37])[CH2:38][CH2:39][CH2:40][CH2:41]1)=[O:42])[c:43]1[cH:44][cH:45][cH:46][cH:47][cH:48]1.[CH:73]([N:74]([CH2:75][CH3:76])[CH:77]([CH3:78])[CH3:79])([CH3:80])[CH3:81].[ClH:49].[O:82]=[CH:83][N:84]([CH3:85])[CH3:86].[OH2:87].[OH:1][n:2]1[c:3]2[n:4][cH:5][cH:6][cH:7][c:8]2[n:9][n:10]1>>[CH2:11]([c:12]1[cH:13][cH:14][cH:15][cH:16][cH:17]1)[O:18][C:19]([CH2:20][C:21]1([C:26](=[O:28])[NH:71][CH:57]([CH2:56][C:55]([O:54][C:50]([CH3:51])([CH3:52])[CH3:53])=[O:72])[CH2:58][c:59]2[cH:60][cH:61][c:62](-[c:65]3[cH:66][cH:67][cH:68][cH:69][cH:70]3)[cH:63][cH:64]2)[CH2:22][CH2:23][CH2:24][CH2:25]1)=[O:29]. Reactants: C1(C=CC(C2=CC=CC=C12)=O)=O (1,4-naphthoquinone), C(=CC=C)NC(OCC1=CC=CC=C1)=O (benzyl N-butadienylcarbamate). Reagents/catalysts: C1(O)=CC=C(O)C=C1 (hydroquinone). Run in C1(=CC=CC=C1)C (toluene). Reaction conditions: temperature 25 celsius, time 8 hour. Product: C(C1=CC=CC=C1)OC(=O)NC1C=CCC2C(C3=CC=CC=C3C(C12)=O)=O (1-benzyloxycarbonylamino-1,4,4a,9a-tetrahydroanthraquinone). The yield is 98.6%. Reaction SMILES: [C:1]1(=[O:12])[C:10]2[C:5](=[CH:6][CH:7]=[CH:8][CH:9]=2)[C:4](=[O:11])[CH:3]=[CH:2]1.[CH:13]([NH:17][C:18](=[O:27])[O:19][CH2:20][C:21]1[CH:26]=[CH:25][CH:24]=[CH:23][CH:22]=1)=[CH:14][CH:15]=[CH2:16]>C1(C)C=CC=CC=1.C1(C=CC(O)=CC=1)O>[CH2:20]([O:19][C:18]([NH:17][CH:13]1[CH:2]2[CH:3]([C:4](=[O:11])[C:5]3[C:10]([C:1]2=[O:12])=[CH:9][CH:8]=[CH:7][CH:6]=3)[CH2:16][CH:15]=[CH:14]1)=[O:27])[C:21]1[CH:26]=[CH:25][CH:24]=[CH:23][CH:22]=1. Procedure: 3.16 g of 1,4-naphthoquinone, 4.48 g of benzyl N-butadienylcarbamate and 50 mg of hydroquinone were dissolved in 100 ml of toluene and stirred at 25° C. for 8 hours and the solution was then concentrated in vacuo. The residue was taken up in chloroform, the solution was filtered through silica gel and the filtrate was concentrated in vacuo. 7.12 g of 1-benzyloxycarbonylamino-1,4,4a,9a-tetrahydroanthraquinone (93% pure; 92% of theory) were obtained. Reactants: CCOC(=O)CCCCCNC(=O)Nc1cc(C)c(-c2cccc(S(=O)(=O)c3cc(C(=N)NC(=O)OC(C)(C)C)sc3SC)c2)c(NC(=O)CCCS(C)(=O)=O)c1, CO, [Li+], [OH-], O. Yields the product CSc1sc(C(=N)NC(=O)OC(C)(C)C)cc1S(=O)(=O)c1cccc(-c2c(C)cc(NC(=O)NCCCCCC(=O)O)cc2NC(=O)CCCS(C)(=O)=O)c1. RXN SMILES: [CH2:1]([CH3:2])[O:3][C:4]([CH2:5][CH2:6][CH2:7][CH2:8][CH2:9][NH:10][C:11](=[O:12])[NH:13][c:14]1[cH:15][c:16]([NH:47][C:48]([CH2:49][CH2:50][CH2:51][S:52](=[O:53])(=[O:54])[CH3:55])=[O:56])[c:17](-[c:21]2[cH:22][c:23]([S:27](=[O:28])(=[O:29])[c:30]3[c:31]([S:45][CH3:46])[s:32][c:33]([C:35](=[NH:36])[NH:37][C:38](=[O:39])[O:40][C:41]([CH3:42])([CH3:43])[CH3:44])[cH:34]3)[cH:24][cH:25][cH:26]2)[c:18]([CH3:20])[cH:19]1)=[O:57].[CH3:60][OH:61].[Li+:59].[OH-:58].[OH2:62]>>[O:3]=[C:4]([CH2:5][CH2:6][CH2:7][CH2:8][CH2:9][NH:10][C:11](=[O:12])[NH:13][c:14]1[cH:15][c:16]([NH:47][C:48]([CH2:49][CH2:50][CH2:51][S:52](=[O:53])(=[O:54])[CH3:55])=[O:56])[c:17](-[c:21]2[cH:22][c:23]([S:27](=[O:28])(=[O:29])[c:30]3[c:31]([S:45][CH3:46])[s:32][c:33]([C:35](=[NH:36])[NH:37][C:38](=[O:39])[O:40][C:41]([CH3:42])([CH3:43])[CH3:44])[cH:34]3)[cH:24][cH:25][cH:26]2)[c:18]([CH3:20])[cH:19]1)[OH:57]. Starting materials: Cc1cc(N2CCOCC2)nc(C)c1N, CCOC(C)=O, CN(C)C=O, CCN(C(C)C)C(C)C, Cc1cccc(CC(=O)O)c1. Yields the product Cc1cccc(CC(=O)Nc2c(C)cc(N3CCOCC3)nc2C)c1. RXN SMILES: [CH3:21][c:22]1[n:23][c:24]([N:30]2[CH2:31][CH2:32][O:33][CH2:34][CH2:35]2)[cH:25][c:26]([CH3:29])[c:27]1[NH2:28].[CH3:36][CH2:37][O:38][C:39](=[O:40])[CH3:41].[CH3:42][N:43]([CH3:44])[CH:45]=[O:46].[CH:12]([N:13]([CH2:14][CH3:15])[CH:16]([CH3:17])[CH3:18])([CH3:19])[CH3:20].[c:1]1([CH3:11])[cH:2][c:3]([CH2:7][C:8](=[O:9])[OH:10])[cH:4][cH:5][cH:6]1>>[c:1]1([CH3:11])[cH:2][c:3]([CH2:7][C:8](=[O:10])[NH:28][c:27]2[c:22]([CH3:21])[n:23][c:24]([N:30]3[CH2:31][CH2:32][O:33][CH2:34][CH2:35]3)[cH:25][c:26]2[CH3:29])[cH:4][cH:5][cH:6]1. Reactants: C(C)(=O)C1=C(N(C2=CC(=CC=C12)C(=O)OC)CC1=C(C=CC=C1)Cl)CC (methyl 3-acetyl-1-(2-chlorobenzyl)-2-ethylindole-6-carboxylate), solution, [B] (boron). Run in O1CCCC1 (tetrahydrofuran), O1CCCC1 (tetrahydrofuran). Conditions: temperature 20 celsius, time 1 hour. Yields the product ClC1=C(CN2C(=C(C3=CC=C(C=C23)C(=O)OC)CC)CC)C=CC=C1 (methyl 1-(2-chlorobenzyl)-2,3-diethylindole-6-carboxylate). Yield: 39.7%. Reaction SMILES: [C:1]([C:4]1[C:12]2[C:7](=[CH:8][C:9]([C:13]([O:15][CH3:16])=[O:14])=[CH:10][CH:11]=2)[N:6]([CH2:17][C:18]2[CH:23]=[CH:22][CH:21]=[CH:20][C:19]=2[Cl:24])[C:5]=1[CH2:25][CH3:26])(=O)[CH3:2].[B]>O1CCCC1>[Cl:24][C:19]1[CH:20]=[CH:21][CH:22]=[CH:23][C:18]=1[CH2:17][N:6]1[C:7]2[C:12](=[CH:11][CH:10]=[C:9]([C:13]([O:15][CH3:16])=[O:14])[CH:8]=2)[C:4]([CH2:1][CH3:2])=[C:5]1[CH2:25][CH3:26]. Procedure: To a solution of methyl 3-acetyl-1-(2-chlorobenzyl)-2-ethylindole-6-carboxylate (110 mg) in tetrahydrofuran, (5 ml) was added 1M solution of boron in tetrahydrofuran (0.6 ml) in one portion at 0° C. The mixture was stirred at 20° C. for 1 hour, then quenched with water and extracted with ethyl acetate. The organic chase was washed with brine, dried over magnesium sulfate and evaporated in vacuo. The residue was chromatographed or silica gel eluting with a mixture of hexane and ethyl acetate (2:1...